From a dataset of the Open Reaction Database (ORD), a public repository of structured organic reaction records. describe an organic reaction: reactants, conditions, products, and yield Starting materials: CNC (dimethylamine), CN(C(=O)N)C (N,N-dimethylurea), C(C)(C)C1=CC=C(N)C=C1 (4-isopropylaniline), CNC (dimethylamine). Run in ClC1=C(C=C(C=C1)Cl)Cl (1,2,4-trichlorobenzene). Reaction conditions: temperature 205 celsius, time 5.5 hour. Yields the product C(C)(C)C1=CC=C(C=C1)NC(=O)N(C)C (4-isopropylphenyl-N',N'-dimethylurea). RXN SMILES: [CH3:1][N:2]([CH3:6])[C:3]([NH2:5])=[O:4].[CH:7]([C:10]1[CH:16]=[CH:15][C:13](N)=[CH:12][CH:11]=1)([CH3:9])[CH3:8].CNC>ClC1C=CC(Cl)=CC=1Cl>[CH:7]([C:10]1[CH:16]=[CH:15][C:13]([NH:5][C:3]([N:2]([CH3:6])[CH3:1])=[O:4])=[CH:12][CH:11]=1)([CH3:9])[CH3:8]. Reported procedure: 3.35 g (0.038 mol) of N,N-dimethylurea and 3.38 g (0.025 mol) of 4-isopropylaniline were added with stirring into 20 ml of 1,2,4-trichlorobenzene. The reaction mixture was heated to 205° C., dimethylamine being introduced from 120° C. After 5.5 hours, 8.8 g (0.19 mol) of dimethylamine had been introduced and the reaction was complete. The reactants are C1CCOC1, Clc1nc(Cl)c2[nH]cnc2n1, CCOC(=O)N=NC(=O)OCC, OC1CCCC1, c1ccc(P(c2ccccc2)c2ccccc2)cc1. Yields the product Clc1nc(Cl)c2ncn(C3CCCC3)c2n1. As a reaction SMILES: [CH2:49]1[O:50][CH2:51][CH2:52][CH2:53]1.[Cl:7][c:8]1[n:9][c:10]([Cl:17])[c:11]2[nH:12][cH:13][n:14][c:15]2[n:16]1.[O:37]=[C:38]([O:39][CH2:40][CH3:41])[N:42]=[N:43][C:44]([O:45][CH2:46][CH3:47])=[O:48].[OH:1][CH:2]1[CH2:3][CH2:4][CH2:5][CH2:6]1.[c:18]1([P:19]([c:20]2[cH:21][cH:22][cH:23][cH:24][cH:25]2)[c:26]2[cH:27][cH:28][cH:29][cH:30][cH:31]2)[cH:32][cH:33][cH:34][cH:35][cH:36]1>>[CH:2]1([n:14]2[cH:13][n:12][c:11]3[c:10]([Cl:17])[n:9][c:8]([Cl:7])[n:16][c:15]32)[CH2:3][CH2:4][CH2:5][CH2:6]1. The reactants are crude product, C(C)(C)(C)OC(NC1=CC(=CC=C1)OC1=NC=C(C=C1)[N+](=O)[O-])=O (tert-butyl{3-[(5-nitropyridin-2-yl)oxy]phenyl}carbamate), O1CCCC1 (tetrahydrofuran). Reagents/catalysts: [C].[Pd] (palladium-carbon). Run in C(C)O (ethanol). Conditions: time 7 hour. The product is C(C)(C)(C)OC(NC1=CC(=CC=C1)OC1=NC=C(C=C1)N)=O (tert-butyl{3-[(5-aminopyridin-2-yl)oxy]phenyl}carbamate). Yield: 77.0%. As a reaction SMILES: [C:1]([O:5][C:6](=[O:24])[NH:7][C:8]1[CH:13]=[CH:12][CH:11]=[C:10]([O:14][C:15]2[CH:20]=[CH:19][C:18]([N+:21]([O-])=O)=[CH:17][N:16]=2)[CH:9]=1)([CH3:4])([CH3:3])[CH3:2].O1CCCC1>C(O)C.[C].[Pd]>[C:1]([O:5][C:6](=[O:24])[NH:7][C:8]1[CH:13]=[CH:12][CH:11]=[C:10]([O:14][C:15]2[CH:20]=[CH:19][C:18]([NH2:21])=[CH:17][N:16]=2)[CH:9]=1)([CH3:4])([CH3:2])[CH3:3] |f:3.4|. Procedure details: To a solution of the above-mentioned crude product tert-butyl{3-[(5-nitropyridin-2-yl)oxy]phenyl}carbamate in ethanol (80 mL)/tetrahydrofuran (20 mL) was added 10% palladium-carbon (1.54 g), and the mixture was stirred at room temperature for 7 hr under a hydrogen atmosphere (1.0 pressure). The insoluble material was filtered off, and the filtrate was concentrated under reduced pressure. The obtained residue was recrystallized from methanol to give the title compound (3.35 g, 77%) as brown cryst... The reactants are solution, solution, O=O (oxygen), FC1=CC=2CC3=CC=CC=C3C2C=C1 (2-Fluorofluorene), [OH-].C(C1=CC=CC=C1)[N+](C)(C)C (benzyltrimethylammonium hydroxide), C (charcoal). Run in N1=CC=CC=C1 (pyridine), N1=CC=CC=C1 (pyridine). Product: FC=1C(C2=CC3=CC=CC=C3C2=CC1)=O (2-fluorofluorenone). Reaction SMILES: [F:1][C:2]1[CH:14]=[CH:13][C:12]2[C:11]3[C:6](=[CH:7][CH:8]=[CH:9][CH:10]=3)[CH2:5][C:4]=2[CH:3]=1.[OH-:15].C([N+](C)(C)C)C1C=CC=CC=1.O=O.C>N1C=CC=CC=1>[F:1][C:2]1[C:3](=[O:15])[C:4]2[C:12](=[CH:13][CH:14]=1)[C:11]1[C:6](=[CH:7][CH:8]=[CH:9][CH:10]=1)[CH:5]=2 |f:1.2|. Procedure details: 2-Fluorofluorene (824.7 g, 4.48 mol) was dissolved in pyridine (4 L) and stirred. A 40% solution of Triton B (100 mL of benzyltrimethylammonium hydroxide 40% in pyridine according to a general procedure of U. Sprinzak, J. Amer. Chem. Soc. 80 (1958) 5449) was added and oxygen was bubbled into the vigorously stirred solution. This exothermic reaction was run for 20 hours whereupon an additional portion of the Triton B solution (50 mL) was added with continued stirring and oxygen addition for an ad... Starting materials: NC1=CC=C(OC2=C(C(=NC=N2)N)C2=CC=C(C=C2)OC2=CC=CC=C2)C=C1 (6-(4-aminophenoxy)-5-(4-phenoxyphenyl)pyrimidin-4-amine), C(CC)(=O)O (propionic acid). Yields the product NC1=C(C(=NC=N1)OC1=CC=C(C=C1)NC(C=C)=O)C1=CC=C(C=C1)OC1=CC=CC=C1 (N-(4-((6-amino-5-(4-phenoxyphenyl)pyrimidin-4-yl)oxy)phenyl)acrylamide). Yield: 51.0%. RXN SMILES: [NH2:1][C:2]1[CH:28]=[CH:27][C:5]([O:6][C:7]2[N:12]=[CH:11][N:10]=[C:9]([NH2:13])[C:8]=2[C:14]2[CH:19]=[CH:18][C:17]([O:20][C:21]3[CH:26]=[CH:25][CH:24]=[CH:23][CH:22]=3)=[CH:16][CH:15]=2)=[CH:4][CH:3]=1.[C:29](O)(=[O:32])[CH2:30][CH3:31]>>[NH2:13][C:9]1[N:10]=[CH:11][N:12]=[C:7]([O:6][C:5]2[CH:27]=[CH:28][C:2]([NH:1][C:29](=[O:32])[CH:30]=[CH2:31])=[CH:3][CH:4]=2)[C:8]=1[C:14]1[CH:19]=[CH:18][C:17]([O:20][C:21]2[CH:26]=[CH:25][CH:24]=[CH:23][CH:22]=2)=[CH:16][CH:15]=1. Reported procedure: N-(4-((6-amino-5-(4-phenoxyphenyl)pyrimidin-4-yl)oxy)phenyl)acrylamide was prepared from 6-(4-aminophenoxy)-5-(4-phenoxyphenyl)pyrimidin-4-amine and propionic acid using Method E (51% yield). HPLC: 96%, RT=4.165 min. MS: m/z=427 [M+H]+, RT=4.11 min. 1H-NMR (DMSO-d6) δ 9.78 (s, 1H), 7.94 (s, 1H), 7.48 (d, 2H), 7.36-7.32 (m, 4H), 7.09 (t, 1H), 7.02 (t, 4H), 6.91 (d, 2H), 6.39 (broad s, 2H), 2.24 (q, 2H), 1.01 (t, 3H). Starting materials: COC(=O)CC1CCC(OC)C1, Cl, Cl, Cl, NC1CCC(CCN2CCN(c3nccc4sccc34)CC2)CC1. Yields the product COC1CCC(CC(=O)NC2CCC(CCN3CCN(c4nccc5sccc45)CC3)CC2)C1. RXN SMILES: [CH3:28][O:29][C:30]([CH2:31][CH:32]1[CH2:33][CH:34]([O:37][CH3:38])[CH2:35][CH2:36]1)=[O:39].[ClH:1].[ClH:2].[ClH:3].[s:4]1[cH:5][cH:6][c:7]2[c:8]([N:13]3[CH2:14][CH2:15][N:16]([CH2:19][CH2:20][CH:21]4[CH2:22][CH2:23][CH:24]([NH2:27])[CH2:25][CH2:26]4)[CH2:17][CH2:18]3)[n:9][cH:10][cH:11][c:12]12>>[s:4]1[cH:5][cH:6][c:7]2[c:8]([N:13]3[CH2:14][CH2:15][N:16]([CH2:19][CH2:20][CH:21]4[CH2:22][CH2:23][CH:24]([NH:27][C:30](=[O:29])[CH2:31][CH:32]5[CH2:33][CH:34]([O:37][CH3:38])[CH2:35][CH2:36]5)[CH2:25][CH2:26]4)[CH2:17][CH2:18]3)[n:9][cH:10][cH:11][c:12]12. Isolated yield 97.5%. RXN SMILES: [OH:1][C:2]1[CH:7]=[CH:6][CH:5]=[CH:4][C:3]=1[CH2:8][C:9]#[N:10].Br[CH2:12][C:13]([O:15][C:16]([CH3:19])([CH3:18])[CH3:17])=[O:14].CN(C=O)C.C(=O)([O-])[O-].[K+].[K+]>O>[C:16]([O:15][C:13](=[O:14])[CH2:12][O:1][C:2]1[CH:7]=[CH:6][CH:5]=[CH:4][C:3]=1[CH2:8][C:9]#[N:10])([CH3:19])([CH3:18])[CH3:17] |f:3.4.5|. The product is C(C)(C)(C)OC(COC1=C(C=CC=C1)CC#N)=O (tert-butyl[2-(cyanomethyl)phenoxy]acetate). Reactants: OC1=C(C=CC=C1)CC#N ((2-hydroxyphenyl)acetonitrile), BrCC(=O)OC(C)(C)C (tert-butyl bromoacetate), CN(C)C=O (DMF), C([O-])([O-])=O.[K+].[K+] (potassium carbonate). The solvent is O (water). Procedure: To a mixture of 2.92 g of (2-hydroxyphenyl)acetonitrile, 4.71 g of tert-butyl bromoacetate and 110 mL of DMF was added 6.06 g of potassium carbonate at room temperature, followed by stirring for 12 hours. To the reaction solution was added water, followed by extraction with ethyl acetate. The extract was dried over anhydrous magnesium sulfate and then concentrated under reduced pressure. The residue was purified by silica gel column chromatography using hexane/ethyl acetate as an eluent solvent ... Run at time 12 hour.